Dataset: the Open Reaction Database (ORD), a public repository of structured organic reaction records. Task: describe an organic reaction: reactants, conditions, products, and yield Reactants: CCS(=O)C1(Cl)CC2C(Cc3ccccc3)C(=O)N2C1C(=O)OCc1ccccc1, CCOC(C)=O, C1=NCCCN2CCCCC12. The product is CCS(=O)C1=C(C(=O)OCc2ccccc2)N2C(=O)C(Cc3ccccc3)C2C1. RXN SMILES: [CH2:1]([c:2]1[cH:3][cH:4][cH:5][cH:6][cH:7]1)[CH:8]1[CH:9]2[CH2:10][C:11]([S:26](=[O:27])[CH2:28][CH3:29])([Cl:30])[CH:12]([C:16](=[O:17])[O:18][CH2:19][c:20]3[cH:21][cH:22][cH:23][cH:24][cH:25]3)[N:13]2[C:14]1=[O:15].[CH3:42][CH2:43][O:44][C:45](=[O:46])[CH3:47].[N:31]12[CH2:32][CH2:33][CH2:34][CH2:35][CH:36]1[CH:37]=[N:38][CH2:39][CH2:40][CH2:41]2>>[CH2:1]([c:2]1[cH:3][cH:4][cH:5][cH:6][cH:7]1)[CH:8]1[CH:9]2[CH2:10][C:11]([S:26](=[O:27])[CH2:28][CH3:29])=[C:12]([C:16](=[O:17])[O:18][CH2:19][c:20]3[cH:21][cH:22][cH:23][cH:24][cH:25]3)[N:13]2[C:14]1=[O:15].